This data is from the Open Reaction Database (ORD), a public repository of structured organic reaction records. The task is: describe an organic reaction: reactants, conditions, products, and yield Reactants: C(C)(C)(C)OC(=O)N1CCC(C2=CC(=CN=C12)Br)=O (6-Bromo-4-oxo-3,4-dihydro-2H-[1,8]naphthyridine-1-carboxylic acid tert-butyl ester), Cl.O1CCOCC1 (HCl 1,4-dioxane). Solvent: CO (MeOH). Run at time 16 hour. Product: BrC=1C=C2C(CCNC2=NC1)=O (6-bromo-2,3-dihydro-1H-[1,8]naphthyridin-4-one). Isolated yield 88.5%. As a reaction SMILES: C(OC([N:8]1[C:17]2[C:12](=[CH:13][C:14]([Br:18])=[CH:15][N:16]=2)[C:11](=[O:19])[CH2:10][CH2:9]1)=O)(C)(C)C.Cl.O1CCOCC1>CO>[Br:18][C:14]1[CH:13]=[C:12]2[C:17](=[N:16][CH:15]=1)[NH:8][CH2:9][CH2:10][C:11]2=[O:19] |f:1.2|. Procedure: 6-Bromo-4-oxo-3,4-dihydro-2H-[1,8]naphthyridine-1-carboxylic acid tert-butyl ester (628 mg, 1.92 mmol) is dissolved into 3 mL of MeOH and 3 mL of 4 M HCl/1,4-dioxane is added. The mixture is stirred for 16 h and concentrated to dryness. The residue is dissolved into 10 mL CH2Cl2 and 10 mL of H2O and neutralized with saturated aqueous Na2CO3 solution. The aqueous layer is extracted with 2×20 mL of CH2Cl2. The organic phase is dried with MgSO4, filtered and concentrated to give 386 mg of 6-bromo-2... The reactants are ClCCl, Fc1ccccc1CCl, Nc1ncccc1O, [Na+], [OH-], O. Product: Nc1ncccc1OCc1ccccc1F. As a reaction SMILES: [Cl:21][CH2:22][Cl:23].[F:1][c:2]1[c:3]([CH2:4][Cl:5])[cH:6][cH:7][cH:8][cH:9]1.[NH2:10][c:11]1[n:12][cH:13][cH:14][cH:15][c:16]1[OH:17].[Na+:20].[OH-:19].[OH2:18]>>[F:1][c:2]1[c:3]([CH2:4][O:17][c:16]2[c:11]([NH2:10])[n:12][cH:13][cH:14][cH:15]2)[cH:6][cH:7][cH:8][cH:9]1. The reactants are C1(CC1)C#CCNC(C1=C(C=CC=C1)NC1=CC=C2C(=NN(C2=C1)COCC[Si](C)(C)C)C=NN1C=CC=C1)=O (N-(3-Cyclopropyl-prop-2-ynyl)-2-[3-(pyrrol-1-yliminomethyl)-1-(2-trimethylsilanyl-ethoxymethyl)-1H-indazol-6-ylamino]-benzamide), C1(=CC(=CC=C1)N)N (benzene-1,3-diamine). Run in O (H2O). Yields the product C1(CC1)C#CCNC(C1=C(C=CC=C1)NC1=CC=C2C(=NNC2=C1)C=NN1C=CC=C1)=O (N-(3-Cyclopropyl-prop-2-ynyl)-2-[3-(pyrrol-1-yliminomethyl)-1H-indazol-6-ylamino]-benzamide). RXN SMILES: [CH:1]1([C:4]#[C:5][CH2:6][NH:7][C:8](=[O:40])[C:9]2[CH:14]=[CH:13][CH:12]=[CH:11][C:10]=2[NH:15][C:16]2[CH:24]=[C:23]3[C:19]([C:20]([CH:33]=[N:34][N:35]4[CH:39]=[CH:38][CH:37]=[CH:36]4)=[N:21][N:22]3COCC[Si](C)(C)C)=[CH:18][CH:17]=2)[CH2:3][CH2:2]1.C1(N)C=CC=C(N)C=1>O>[CH:1]1([C:4]#[C:5][CH2:6][NH:7][C:8](=[O:40])[C:9]2[CH:14]=[CH:13][CH:12]=[CH:11][C:10]=2[NH:15][C:16]2[CH:24]=[C:23]3[C:19]([C:20]([CH:33]=[N:34][N:35]4[CH:39]=[CH:38][CH:37]=[CH:36]4)=[N:21][NH:22]3)=[CH:18][CH:17]=2)[CH2:2][CH2:3]1. Reported procedure: Prepared in a similar manner to that described for Example 11 in U.S. Pat. No. 6,534,524, issued Mar. 18, 2003, herein incorporated by reference in its entirety for all purposes, except that N-(3-Cyclopropyl-prop-2-ynyl)-2-[3-(pyrrol-1-yliminomethyl)-1-(2-trimethylsilanyl-ethoxymethyl)-1H-indazol-6-ylamino]-benzamide was used instead of N-methyl-N-{3-styryl-1-[2-trimethyl-silanyl)-ethoxymethyl]-1H-indazol-6-yl}-benzene-1,3-diamine. 1H NMR (DMSO-d6) δ 13.29 (1H, s), 9.83 (1H, s 8.98 (1H, s), 8.95... Starting materials: C(=O)(C(F)(F)F)O (TFA), C(CCCCCOC1CCN2[C@@H]1[C@@H](N(C1=C(C2=O)C=CC(=C1)OC)C(=O)OC(C)(C)C)OC1OCCCC1)OC1CCN2[C@@H]1[C@@H](N(C1=C(C2=O)C=CC(=C1)OC)C(=O)OC(C)(C)C)OC1OCCCC1 (1,1′-[(Hexane-1,6-diyl)dioxy]bis[(11S,11aS)-10-(tert-butyloxycarbonyl)-8-methoxy-11-(tetrahydro-pyran-2-yloxy)-1,2,3,10,11,11a-hexahydro-5H-pyrrolo[2,1-c][1,4]benzodiazepine-5-one]), C(=O)(O)[O-].[Na+] (NaHCO3). The solvent is CO.C(Cl)(Cl)Cl (methanol chloroform). Reaction conditions: time 1 hour. Product: C(CCCCCOC1CCN2[C@H]1C=NC1=C(C2=O)C=CC(=C1)OC)OC1CCN2[C@H]1C=NC1=C(C2=O)C=CC(=C1)OC (1,1′-[(Hexane-1,6-diyl)dioxy]bis[(11aS)-8-methoxy-1,2,3,11a-tetrahydro-5H-pyrrolo[2,1-c][1,4]benzodiazepine-5-one]). Yield: 88.2%. Reaction SMILES: C(O)(C(F)(F)F)=O.[CH2:8]([O:46][CH:47]1[C@H:51]2[C@H:52](OC3CCCCO3)[N:53](C(OC(C)(C)C)=O)[C:54]3[CH:61]=[C:60]([O:62][CH3:63])[CH:59]=[CH:58][C:55]=3[C:56](=[O:57])[N:50]2[CH2:49][CH2:48]1)[CH2:9][CH2:10][CH2:11][CH2:12][CH2:13][O:14][CH:15]1[C@H:19]2[C@H:20](OC3CCCCO3)[N:21](C(OC(C)(C)C)=O)[C:22]3[CH:29]=[C:28]([O:30][CH3:31])[CH:27]=[CH:26][C:23]=3[C:24](=[O:25])[N:18]2[CH2:17][CH2:16]1.C([O-])(O)=O.[Na+]>CO.C(Cl)(Cl)Cl>[CH2:8]([O:46][CH:47]1[C@@H:51]2[CH:52]=[N:53][C:54]3[CH:61]=[C:60]([O:62][CH3:63])[CH:59]=[CH:58][C:55]=3[C:56](=[O:57])[N:50]2[CH2:49][CH2:48]1)[CH2:9][CH2:10][CH2:11][CH2:12][CH2:13][O:14][CH:15]1[C@@H:19]2[CH:20]=[N:21][C:22]3[CH:29]=[C:28]([O:30][CH3:31])[CH:27]=[CH:26][C:23]=3[C:24](=[O:25])[N:18]2[CH2:17][CH2:16]1 |f:2.3,4.5|. Reported procedure: 95% TFA (3 mL) was added drop-wise to dimer compound 8d (174 mg, 0.17 mmol) at 0° C. This was then stirred for 1 hr and the mixture was poured into saturated NaHCO3 (30 mL) solution to naturalize the reaction mixture. The mixture was extracted with chloroform (3×20 mL). The organic layer was then washed water (20 mL), brine (20 mL) then dried (MgSO4) and filtrated. The excess solvent was removed under reduced pressure to give the crude product, which was subjected to flash column chromatography ... Reaction conditions: temperature 52 celsius, time 55 minute. Isolated yield 48.5%. Procedure: The 7-formyl-8-hydroxyquinoline-5-sulfonic acid (15 mmol, 3.80 g) was dissolved in sodium carbonate solution (34.5 mmol, 3.66 g in 200 mL of H2O). The solution was stirred and heated at 52° C. (oil bath). Then to the hot solution potassium permaganate (37.5 mmol, 5.94 g) was added. The temperature was increased to 68° C. The stirring and heating (60°-65° C.) was continued for 55 minutes. After that time the reaction mixture was filtered, and the solid was washed with sodium carbonate solution fo... Product: C(=O)(O)C=1C=C(C=2C=CC=NC2C1O)S(=O)(=O)O (7-carboxy-8-hydroxyquinoline-5-sulfonic acid). RXN SMILES: [CH:1]([C:3]1[CH:4]=[C:5]([S:14]([OH:17])(=[O:16])=[O:15])[C:6]2[CH:7]=[CH:8][CH:9]=[N:10][C:11]=2[C:12]=1[OH:13])=[O:2].C(=O)([O-])[O-:19].[Na+].[Na+].[K]>>[C:1]([C:3]1[CH:4]=[C:5]([S:14]([OH:17])(=[O:16])=[O:15])[C:6]2[CH:7]=[CH:8][CH:9]=[N:10][C:11]=2[C:12]=1[OH:13])([OH:19])=[O:2] |f:1.2.3,^1:23|. Starting materials: C(=O)C=1C=C(C=2C=CC=NC2C1O)S(=O)(=O)O (7-formyl-8-hydroxyquinoline-5-sulfonic acid), C([O-])([O-])=O.[Na+].[Na+] (sodium carbonate), [K] (potassium). Reactants: FC=1C=CC(=C(C1)NCC1=C(C=CC(=C1)OC)OCCOC1OCCCC1)OC1=CC=CC=C1 ((5-Fluoro-2-phenoxy-phenyl)-{5-methoxy-2-[2-(tetrahydro-pyran-2-yloxy)-ethoxy]-benzyl}-amine), C(C)(=O)OC(C)=O (acetic acid anhydride). Solvent: N1=CC=CC=C1 (pyridine). The product is FC=1C=CC(=C(C1)N(C(C)=O)CC1=C(C=CC(=C1)OC)OCCOC1OCCCC1)OC1=CC=CC=C1 (N-(5-Fluoro-2-phenoxy-phenyl)-N-{5-methoxy-2-[2-(tetrahydro-pyran-2-yl-oxy)-ethoxy]-benzyl}-acetamide). The yield is 84.0%. RXN SMILES: [F:1][C:2]1[CH:3]=[CH:4][C:5]([O:28][C:29]2[CH:34]=[CH:33][CH:32]=[CH:31][CH:30]=2)=[C:6]([NH:8][CH2:9][C:10]2[CH:15]=[C:14]([O:16][CH3:17])[CH:13]=[CH:12][C:11]=2[O:18][CH2:19][CH2:20][O:21][CH:22]2[CH2:27][CH2:26][CH2:25][CH2:24][O:23]2)[CH:7]=1.[C:35](OC(=O)C)(=[O:37])[CH3:36]>N1C=CC=CC=1>[F:1][C:2]1[CH:3]=[CH:4][C:5]([O:28][C:29]2[CH:30]=[CH:31][CH:32]=[CH:33][CH:34]=2)=[C:6]([N:8]([CH2:9][C:10]2[CH:15]=[C:14]([O:16][CH3:17])[CH:13]=[CH:12][C:11]=2[O:18][CH2:19][CH2:20][O:21][CH:22]2[CH2:27][CH2:26][CH2:25][CH2:24][O:23]2)[C:35](=[O:37])[CH3:36])[CH:7]=1. Procedure details: To a solution of 5.0 g (10.7 mmol) crude 1c in 50 ml ml pyridine was added 4.37 g (42.8 mmol) acetic acid anhydride. The reaction mixture was stirred over night and poured into ice-cold ethyl acetate. The organic phase was washed with water and brine and were dried with magnesium sulfate. The crude product was purified by silica column chromatography (ethyl acetate:hexane gradient 1:8→1:4). The desired product 1d was obtained in 84% yield (4.5 g, 8.9 mmol). The reactants are COc1ccc(N(Cc2cccc(C#N)n2)C2CCN(C(C)CCNC(=O)OC(C)(C)C)CC2)cc1, CCN=C=NCCCN(C)C, CCN(C(C)C)C(C)C, ClCCl, Cl, Cc1cc(F)nc(C)c1C(=O)O, O=C(O)C(F)(F)F, CN(C)C=O, On1nnc2ccccc21. Product: COc1ccc(N(Cc2cccc(C#N)n2)C2CCN(C(C)CCNC(=O)c3c(C)cc(F)nc3C)CC2)cc1. Reaction SMILES: [C:1]([CH3:3])([CH3:4])([O:5][C:6](=[O:2])[NH:7][CH2:8][CH2:9][CH:10]([CH3:11])[N:12]1[CH2:13][CH2:14][CH:15]([N:18]([c:19]2[cH:20][cH:21][c:22]([O:25][CH3:26])[cH:23][cH:24]2)[CH2:27][c:28]2[n:29][c:30]([C:34]#[N:35])[cH:31][cH:32][cH:33]2)[CH2:16][CH2:17]1)[CH3:36].[CH3:37][CH2:38][N:39]=[C:40]=[N:41][CH2:42][CH2:43][CH2:44][N:45]([CH3:46])[CH3:47].[CH:71]([N:72]([CH2:73][CH3:74])[CH:75]([CH3:76])[CH3:77])([CH3:78])[CH3:79].[Cl:80][CH2:81][Cl:82].[ClH:58].[F:59][c:60]1[n:61][c:62]([CH3:70])[c:63]([C:64]([OH:65])=[O:66])[c:67]([CH3:69])[cH:68]1.[F:83][C:84]([F:85])([F:86])[C:87]([OH:88])=[O:89].[O:90]=[CH:91][N:92]([CH3:93])[CH3:94].[OH:48][n:49]1[c:50]2[c:51]([cH:52][cH:53][cH:54][cH:55]2)[n:56][n:57]1>>[O:5]=[C:6]([NH:7][CH2:8][CH2:9][CH:10]([CH3:11])[N:12]1[CH2:13][CH2:14][CH:15]([N:18]([c:19]2[cH:20][cH:21][c:22]([O:25][CH3:26])[cH:23][cH:24]2)[CH2:27][c:28]2[n:29][c:30]([C:34]#[N:35])[cH:31][cH:32][cH:33]2)[CH2:16][CH2:17]1)[c:63]1[c:62]([CH3:70])[n:61][c:60]([F:59])[cH:68][c:67]1[CH3:69].